Dataset: the Open Reaction Database (ORD), a public repository of structured organic reaction records. Task: describe an organic reaction: reactants, conditions, products, and yield The reactants are BrC=1C=C(C#N)C=CC1C (3-bromo-4-methylbenzonitrile), [Li]CCCC (n-BuLi), B(OC(C)C)(OC(C)C)OC(C)C (triisopropyl borate). Solvent: C1CCOC1 (THF). Conditions: time 15 minute. Product: C(#N)C=1C=CC(=C(C1)B(O)O)C (5-cyano-2-methylphenylboronic acid). The yield is 27.8%. RXN SMILES: Br[C:2]1[CH:3]=[C:4]([CH:7]=[CH:8][C:9]=1[CH3:10])[C:5]#[N:6].[Li]CCCC.[B:16](OC(C)C)([O:21]C(C)C)[O:17]C(C)C>C1COCC1>[C:5]([C:4]1[CH:7]=[CH:8][C:9]([CH3:10])=[C:2]([B:16]([OH:21])[OH:17])[CH:3]=1)#[N:6]. Procedure: A stirred solution of 3-bromo-4-methylbenzonitrile (3.5 g, 17.86 mmol) in dry THF was added n-BuLi (10.71 m L) solution dropwise at −78° C., and the mixture was stirred for 15 minutes, followed by the addition of triisopropyl borate (6.71 g, 35.71 mmol) in one portion. The reaction flask was kept in a cooling bath for 30 min, and room temperature for 3 hours. The solvent was removed, and the residue was dissolved in ether. The solution was washed with 1N HCl solution and water, dried over Na2SO4... The reactants are CC1=CC=C(C(=O)C2=CC=CC=C2)C=C1 (4-methylbenzophenone), BrN1C(CCC1=O)=O (N-bromosuccinimide), AlBN. Solvent: C(Cl)(Cl)(Cl)Cl (CCl4). Yields the product C(C)(=O)OCC.CCCCCC (Ethyl Acetate Hexane). Yield: 129.0%. RXN SMILES: C[C:2]1[CH:15]=[CH:14][C:5]([C:6]([C:8]2C=CC=CC=2)=[O:7])=[CH:4][CH:3]=1.BrN1[C:21](=[O:22])[CH2:20]CC1=O>C(Cl)(Cl)(Cl)Cl>[C:21]([O:7][CH2:6][CH3:8])(=[O:22])[CH3:20].[CH3:14][CH2:15][CH2:2][CH2:3][CH2:4][CH3:5] |f:3.4|. Procedure: 1 To a solution of 4-methylbenzophenone (3.0 g, 15.3 mmol) in 60 ml CCl4 was added N-bromosuccinimide (3.0 g, 1.1 eq) and AlBN (30 mg). The solution was refluxed for 4.5 h, then cooled to room temperature. The succinimide were removed by filtration, and the filtrate was concentrated to dryness. Recrystallization required large amounts of solvent and chromatography appeared a better alternative. The residue was chromatographed on silica gel eluting with 5% Ethyl Acetate/Hexane (3.44 g; 82% yield)... Starting materials: OCC1CCC2N(CCNC2)C1 ((7RS,9aSR)-7-hydroxymethyl-2,3,4,6,7,8,9,9a-octahydro-1H-pyrido[1,2-a]pyrazine), ClC1=NC=CC(=N1)Cl (2,4-dichloropyrimidine), C1(=CC=CC=C1)O (phenol). The product is O(C1=CC=CC=C1)CC1CCC2N(CCN(C2)C2=NC(=NC=C2)Cl)C1 ((7RS,9aSR)-7-Phenoxymethyl-2-(2-chloropyrimidin-4-yl)-2,3,4,6,7,8,9,9a-octahydro-1H-pyrido[1,2-a]pyrazine). As a reaction SMILES: [OH:1][CH2:2][CH:3]1[CH2:12][N:7]2[CH2:8][CH2:9][NH:10][CH2:11][CH:6]2[CH2:5][CH2:4]1.[Cl:13][C:14]1[N:19]=[C:18](Cl)[CH:17]=[CH:16][N:15]=1.[C:21]1(O)[CH:26]=[CH:25][CH:24]=[CH:23][CH:22]=1>>[O:1]([CH2:2][CH:3]1[CH2:12][N:7]2[CH2:8][CH2:9][N:10]([C:16]3[CH:17]=[CH:18][N:19]=[C:14]([Cl:13])[N:15]=3)[CH2:11][CH:6]2[CH2:5][CH2:4]1)[C:21]1[CH:26]=[CH:25][CH:24]=[CH:23][CH:22]=1. Procedure details: A mixture of (7RS,9aSR)-7-hydroxymethyl-2,3,4,6,7,8,9,9a-octahydro-1H-pyrido[1,2-a]pyrazine (U.S. Pat. No. 5,326,874) and 2,4-dichloropyrimidine were combined according to Preparation 3. The product from this reaction was coupled with phenol according to Example 1 to give the title compound. mp (.HCl) 227–233° C. (dec). HRMS calcd for C19H23ClN4O: 358.1560, found: 358.1560. Reactants: N1CCOCC1 (morpholine), C[Al](C)C (trimethylaluminum), FC1=C(C(=CC=C1)F)N1C(C=CC2=C1N=C(N=C2C2=C(C=C(C=C2)F)C)NCC(=O)OC)=O (methyl N-[8-(2,6-difluorophenyl)-4-(4-fluoro-2-methylphenyl)-7,8-dihydro-7-oxopyrido[2,3-d]pyrimidin-2-yl]glycinate). Solvent: ClCCl (dichloromethane), ClCCl (dichloromethane), CCOC(=O)C (EtOAc). Reaction conditions: time 16 hour. The product is FC1=C(C(=CC=C1)F)N1C(C=CC2=C1N=C(N=C2C2=C(C=C(C=C2)F)C)NCC(=O)N2CCOCC2)=O (8-(2,6-Difluoro-phenyl)-4-(4-fluoro-2-methyl-phenyl)-2-(2-morpholin-4-yl-2-oxo-ethylamino)-8H-pyrido[2,3-d]pyrimidin-7-one). The yield is 31.2%. RXN SMILES: [NH:1]1[CH2:6][CH2:5][O:4][CH2:3][CH2:2]1.C[Al](C)C.[F:11][C:12]1[CH:17]=[CH:16][CH:15]=[C:14]([F:18])[C:13]=1[N:19]1[C:24]2[N:25]=[C:26]([NH:37][CH2:38][C:39](OC)=[O:40])[N:27]=[C:28]([C:29]3[CH:34]=[CH:33][C:32]([F:35])=[CH:31][C:30]=3[CH3:36])[C:23]=2[CH:22]=[CH:21][C:20]1=[O:43]>ClCCl.CCOC(C)=O>[F:11][C:12]1[CH:17]=[CH:16][CH:15]=[C:14]([F:18])[C:13]=1[N:19]1[C:24]2[N:25]=[C:26]([NH:37][CH2:38][C:39]([N:1]3[CH2:6][CH2:5][O:4][CH2:3][CH2:2]3)=[O:40])[N:27]=[C:28]([C:29]3[CH:34]=[CH:33][C:32]([F:35])=[CH:31][C:30]=3[CH3:36])[C:23]=2[CH:22]=[CH:21][C:20]1=[O:43]. Reported procedure: Under Ar, a soln of morpholine (58 mg, 0.66 mmol) and trimethylaluminum (2M in toluene) (0.33 mL, 0.66 mmol) in dichloromethane was stirred for 10 min. A soln of the product of Example 190 (100 mg, 0.22 mmol) in dichloromethane (2 mL) was added. The resulting mixture was stirred for 16 h, diluted with EtOAc and washed with H2O to give the crude material. Purification by Flash chromatography on silica gel, eluting with EtOAc/hexane/triethylamine (70/30/2, v/v/v), followed by recrystallization fro... Starting materials: ClC1=CC2=C(NC(N2)=O)C=C1Cl (5,6-Dichloro-1,3-dihydro-2H-benzimidazol-2-one), P(=O)(Cl)(Cl)Cl (phosphorus oxychloride), O (water), N (ammonia). Conditions: temperature 120 celsius, time 24 hour. Yields the product ClC1=NC2=C(N1)C=C(C(=C2)Cl)Cl (2,5,6-Trichloro-1H-benzimidazole). Reaction SMILES: [Cl:1][C:2]1[C:11]([Cl:12])=[CH:10][C:5]2[NH:6][C:7](=O)[NH:8][C:4]=2[CH:3]=1.O.N.P(Cl)(Cl)([Cl:17])=O>>[Cl:17][C:7]1[NH:6][C:5]2[CH:10]=[C:11]([Cl:12])[C:2]([Cl:1])=[CH:3][C:4]=2[N:8]=1. Procedure: 5,6-Dichloro-1,3-dihydro-2H-benzimidazol-2-one (11.5 g) was suspended in phosphorus oxychloride (40 mL), and the mixture was stirred at 120° C. for 24 hours. After cooling the reaction mixture, water was added to the reaction mixture, and to the mixture was added 28% aqueous ammonia solution to alkalize. The solid was collected by filtration and dried to give the title compound (5.0 g).